From a dataset of the Open Reaction Database (ORD), a public repository of structured organic reaction records. describe an organic reaction: reactants, conditions, products, and yield Starting materials: BrC1=C(C=C(C=C1C)B1OC(C(O1)(C)C)(C)C)C (2-bromo-1,3-dimethyl-5-(4,4,5,5-tetramethyl-[1,3,2]dioxaborolan-2-yl)-benzene), BrC1=NC(=NC(=C1)C)C (4-bromo-2,6-dimethyl-pyrimidine), Intermediate 56. The product is BrC1=C(C=C(C=C1C)C1=NC(=NC(=C1)C)C)C (4-(4-Bromo-3,5-dimethyl-phenyl)-2,6-dimethyl-pyrimidine). Reaction SMILES: [Br:1][C:2]1[C:7]([CH3:8])=[CH:6][C:5](B2OC(C)(C)C(C)(C)O2)=[CH:4][C:3]=1[CH3:18].Br[C:20]1[CH:25]=[C:24]([CH3:26])[N:23]=[C:22]([CH3:27])[N:21]=1>>[Br:1][C:2]1[C:3]([CH3:18])=[CH:4][C:5]([C:20]2[CH:25]=[C:24]([CH3:26])[N:23]=[C:22]([CH3:27])[N:21]=2)=[CH:6][C:7]=1[CH3:8]. Procedure details: The title compound is prepared from 2-bromo-1,3-dimethyl-5-(4,4,5,5-tetramethyl-[1,3,2]dioxaborolan-2-yl)-benzene and 4-bromo-2,6-dimethyl-pyrimidine following a procedure analogous to that described in Step 1 of Intermediate 56. LC (method 7): tR=1.01 min; Mass spectrum (ESI+): m/z=291/293 (Br) [M+H]+. Starting materials: C1(=CC=CC=C1)NC1=CC=CC=C1 (diphenylamine), CN=C=O (methyl isocyanate), acid. Run in C1(=CC=CC=C1)C (toluene). Reaction conditions: temperature 100 celsius. The product is CNC(=O)N(C1=CC=CC=C1)C1=CC=CC=C1 (N-methyl-N', N'-dipenylurea). Reaction SMILES: [C:1]1([NH:7][C:8]2[CH:13]=[CH:12][CH:11]=[CH:10][CH:9]=2)[CH:6]=[CH:5][CH:4]=[CH:3][CH:2]=1.[CH3:14][N:15]=[C:16]=[O:17]>C1(C)C=CC=CC=1>[CH3:14][NH:15][C:16]([N:7]([C:1]1[CH:2]=[CH:3][CH:4]=[CH:5][CH:6]=1)[C:8]1[CH:9]=[CH:10][CH:11]=[CH:12][CH:13]=1)=[O:17]. Procedure details: 0.5 moles of diphenylamine was taken in 150 ml of toluene. 0.53 mole of methyl isocyanate and 1 g of acid compound (see Table 1) were added. The mixture was heated at 100° C. for 8 hours, with stirring, and allowed to cool to room temperature, and the N-methyl-N', N'-dipenylurea formed was filtered off. The urea was washed with 100 ml of cold toluene. For the yield, see Table 1. Starting materials: FC(C(=O)[O-])(F)F (trifluoroacetate), C(C)(=O)O[BH-](OC(C)=O)OC(C)=O.[Na+] (sodium triacetoxy borohydride), O.Cl.C(C1=CC=CC=C1)N1CC(CCC1)=O (1-Benzyl-3-piperidone hydrochloride monohydrate), C(=O)(O)[O-].[Na+] (NaHCO3), [C@@H]1([C@@H](CCCC1)N)N ((1R,2R)-cyclohexane-1,2-diamine). The solvent is C(Cl)Cl (CH2Cl2). Reaction conditions: time 8 hour. Yields the product C(C1=CC=CC=C1)N1CC(CCC1)N[C@H]1[C@@H](CCCC1)N ((1R,2R)—N1-(1-benzylpiperidin-3-yl)cyclohexane-1,2-diamine). Yield: 39.8%. As a reaction SMILES: O.Cl.[CH2:3]([N:10]1[CH2:15][CH2:14][CH2:13][C:12](=O)[CH2:11]1)[C:4]1[CH:9]=[CH:8][CH:7]=[CH:6][CH:5]=1.C([O-])(O)=O.[Na+].[C@@H:22]1([NH2:29])[CH2:27][CH2:26][CH2:25][CH2:24][C@H:23]1[NH2:28].C(O[BH-](OC(=O)C)OC(=O)C)(=O)C.[Na+].FC(F)(F)C([O-])=O>C(Cl)Cl>[CH2:3]([N:10]1[CH2:15][CH2:14][CH2:13][CH:12]([NH:28][C@@H:23]2[CH2:24][CH2:25][CH2:26][CH2:27][C@H:22]2[NH2:29])[CH2:11]1)[C:4]1[CH:9]=[CH:8][CH:7]=[CH:6][CH:5]=1 |f:0.1.2,3.4,6.7|. Reported procedure: 1-Benzyl-3-piperidone hydrochloride monohydrate (5.93 g, 26.3 mmol) was partitioned between a saturated aqueous NaHCO3 solution (30 ml) and CH2Cl2 (50 mL). The organic layer was separated and dried over Na2SO4 and filtered. The filtrated was collected and (1R,2R)-cyclohexane-1,2-diamine (3 g, 26.3 mmol) was added followed by sodium triacetoxy borohydride (8.35 g, 39.4 mmol). The reaction was stirred at rt overnight. After this time, the reaction was quenched with water (2 ml). The resulting solu... Starting materials: N1(C=NC=C1)CC1=CC2=C(NC(=N2)C(=O)O)C=C1 (5-(1H-imidazol-1-ylmethyl)-1H-benzimidazole-2-carboxylic acid), S(=O)(Cl)Cl (thionyl chloride). Conditions: time 3 hour. Product: N1(C=NC=C1)CC1=CC2=C(N3C(=N2)C(N2C(=NC4=C2C=C(C=C4)CN4C=NC=C4)C3=O)=O)C=C1 (3,9-bis(1H-imidazol-1-yl-methyl)-6H,13H-pyrazino[1,2-a:4,5-a']bisbenzimidazole6,13-dione). As a reaction SMILES: [N:1]1([CH2:6][C:7]2[CH:18]=[CH:17][C:10]3[NH:11][C:12]([C:14](O)=[O:15])=[N:13][C:9]=3[CH:8]=2)[CH:5]=[CH:4][N:3]=[CH:2]1.S(Cl)(Cl)=O>>[N:1]1([CH2:6][C:7]2[CH:18]=[CH:17][C:10]3[N:11]4[C:14](=[O:15])[C:12]5=[N:11][C:10]6[CH:17]=[CH:18][C:7]([CH2:6][N:1]7[CH:5]=[CH:4][N:3]=[CH:2]7)=[CH:8][C:9]=6[N:13]5[C:14](=[O:15])[C:12]4=[N:13][C:9]=3[CH:8]=2)[CH:5]=[CH:4][N:3]=[CH:2]1. Procedure: A mixture of 2.3 parts of 5-(1H-imidazol-1-ylmethyl)-1H-benzimidazole-2-carboxylic acid and 80 parts of thionyl chloride was stirred for 3 hours at reflux temperature. The reaction mixture was evaporated to dry, yielding 4.3 parts of 3,9-bis(1H-imidazol-1-yl-methyl)-6H,13H-pyrazino[1,2-a:4,5-a']bisbenzimidazole6,13-dione which were poured into a solution of 3.8 parts of sodium methoxide in 40 parts of methanol. The whole was stirred for 1 hour at room temperature. The whole was neutralised with ... The reactants are BrCC=1C(=NC2=CC=C(C=C2C1C(=O)OC)S(=O)(=O)C)C1=CC(=CC=C1)C(F)(F)F (Methyl 3-(bromomethyl)-6-(methylsulfonyl)-2-[3-(trifluoromethyl)phenyl]-4-quinolinecarboxylate), Cl.N1CCC(CC1)=O (4-piperidone HCl salt), C(C)(C)N(C(C)C)CC (N,N-diisopropylethylamine). Solvent: C(C)#N (acetonitrile). Yields the product CS(=O)(=O)C=1C=C2C(=C(C(=NC2=CC1)C1=CC(=CC=C1)C(F)(F)F)CN1CCC(CC1)=O)C(=O)OC (methyl 6-(methylsulfonyl)-3-[(4-oxo-1-piperidinyl)methyl]-2-[3-(trifluoromethyl)phenyl]-4-quinolinecarboxylate). The yield is 50.7%. RXN SMILES: Br[CH2:2][C:3]1[C:4]([C:21]2[CH:26]=[CH:25][CH:24]=[C:23]([C:27]([F:30])([F:29])[F:28])[CH:22]=2)=[N:5][C:6]2[C:11]([C:12]=1[C:13]([O:15][CH3:16])=[O:14])=[CH:10][C:9]([S:17]([CH3:20])(=[O:19])=[O:18])=[CH:8][CH:7]=2.Cl.[NH:32]1[CH2:37][CH2:36][C:35](=[O:38])[CH2:34][CH2:33]1.C(N(CC)C(C)C)(C)C>C(#N)C>[CH3:20][S:17]([C:9]1[CH:10]=[C:11]2[C:6](=[CH:7][CH:8]=1)[N:5]=[C:4]([C:21]1[CH:26]=[CH:25][CH:24]=[C:23]([C:27]([F:28])([F:29])[F:30])[CH:22]=1)[C:3]([CH2:2][N:32]1[CH2:37][CH2:36][C:35](=[O:38])[CH2:34][CH2:33]1)=[C:12]2[C:13]([O:15][CH3:16])=[O:14])(=[O:19])=[O:18] |f:1.2|. Procedure details: Methyl 3-(bromomethyl)-6-(methylsulfonyl)-2-[3-(trifluoromethyl)phenyl]-4-quinolinecarboxylate (2 g, 3.98 mmol), 4-piperidone HCl salt (0.648 g, 4.78 mmol), N,N-diisopropylethylamine (1.53 mL, 8.76 mmol) in acetonitrile (13.27 mL) was heated to 50° C. overnight. The solvent was removed under reduced pressure. The residue was diluted with Na2CO3 and extracted with methylene chloride (four times). The combined organic extracts were washed with brine, dried over Na2SO4, filtered and concentrated in... Reactants: C(CCCC)C1=CC(=C(C=C1)I)F (4-pentyl-2-fluoro-iodobenzene), C[Si](C)(C)C#C (trimethylsilylacetylene), bis(triphenylphosphine)-palladium(II) chloride Pd(PPh3)2Cl2. Reagents/catalysts: [Cu]I (copper (I) iodide). Solvent: C(C)NCC (diethylamine). Run at time 20 hour. The product is C(CCCC)C1=CC=C(C=C1)C#C[Si](C)(C)C (2-(4-pentylphenyl)-1-trimethylsilylacetylene). Reaction SMILES: [CH2:1]([C:6]1[CH:11]=[CH:10][C:9](I)=[C:8](F)[CH:7]=1)[CH2:2][CH2:3][CH2:4][CH3:5].[CH3:14][Si:15]([C:18]#[CH:19])([CH3:17])[CH3:16]>C(NCC)C.[Cu]I>[CH2:1]([C:6]1[CH:11]=[CH:10][C:9]([C:19]#[C:18][Si:15]([CH3:17])([CH3:16])[CH3:14])=[CH:8][CH:7]=1)[CH2:2][CH2:3][CH2:4][CH3:5]. Procedure details: A mixture of 0.1 mol of 4-pentyl-2-fluoro-iodobenzene, 0.12 mol of trimethylsilylacetylene, 0.0014 mol of bis(triphenylphosphine)-palladium(II) chloride Pd(PPh3)2Cl2 and 0.7 mmol of copper (I) iodide in 250 ml diethylamine is stirred at room temperature for 20 hours. After evaporation of the solvent the crude product is purified by chromatography on alumina (4:1 petrol/difluoromethane) to give 2-(4-pentylphenyl)-1-trimethylsilylacetylene. Removal of the trimethylsilylgroup is accomplished by tre... Starting materials: O=C(O)c1cc(Br)ccc1Cl, CC(=O)O, C1CCOC1, [Li]CCCC, O=Cc1cccc(OCc2ccc3ccc(Cl)cc3n2)c1. Yields the product O=C(O)c1cc(C(O)c2cccc(OCc3ccc4ccc(Cl)cc4n3)c2)ccc1Cl. Reaction SMILES: [Br:1][c:2]1[cH:3][cH:4][c:5]([Cl:11])[c:6]([C:7](=[O:8])[OH:9])[cH:10]1.[C:38]([OH:39])(=[O:40])[CH3:41].[CH2:42]1[O:43][CH2:44][CH2:45][CH2:46]1.[CH3:12][CH2:13][CH2:14][CH2:15][Li:16].[Cl:17][c:18]1[cH:19][cH:20][c:21]2[cH:22][cH:23][c:24]([CH2:28][O:29][c:30]3[cH:31][c:32]([CH:33]=[O:34])[cH:35][cH:36][cH:37]3)[n:25][c:26]2[cH:27]1>>[c:2]1([CH:33]([c:32]2[cH:31][c:30]([O:29][CH2:28][c:24]3[cH:23][cH:22][c:21]4[cH:20][cH:19][c:18]([Cl:17])[cH:27][c:26]4[n:25]3)[cH:37][cH:36][cH:35]2)[OH:34])[cH:3][cH:4][c:5]([Cl:11])[c:6]([C:7](=[O:8])[OH:9])[cH:10]1. Reactants: CC(=O)O[BH-](OC(C)=O)OC(C)=O, CC(C)(C)c1cnc(CSc2cnc(NC(=O)Cc3ccc(C=O)cc3)s2)o1, CC(=O)O, CC(C)(CN)CO, [Na+], [Na+], O=C([O-])O, C1CCOC1. Yields the product CC(C)(CO)CNCc1ccc(CC(=O)Nc2ncc(SCc3ncc(C(C)(C)C)o3)s2)cc1. As a reaction SMILES: [C:36]([O:37][BH-:38]([O:39][C:40](=[O:41])[CH3:42])[O:43][C:44](=[O:45])[CH3:46])(=[O:47])[CH3:48].[CH3:1][C:2]([CH3:3])([CH3:4])[c:5]1[cH:6][n:7][c:8]([CH2:10][S:11][c:12]2[cH:13][n:14][c:15]([NH:17][C:18]([CH2:19][c:20]3[cH:21][cH:22][c:23]([CH:26]=[O:27])[cH:24][cH:25]3)=[O:28])[s:16]2)[o:9]1.[CH3:60][C:61](=[O:62])[OH:63].[NH2:29][CH2:30][C:31]([CH2:32][OH:33])([CH3:34])[CH3:35].[Na+:49].[Na+:54].[O-:50][C:51]([OH:52])=[O:53].[O:55]1[CH2:56][CH2:57][CH2:58][CH2:59]1>>[CH3:1][C:2]([CH3:3])([CH3:4])[c:5]1[cH:6][n:7][c:8]([CH2:10][S:11][c:12]2[cH:13][n:14][c:15]([NH:17][C:18]([CH2:19][c:20]3[cH:21][cH:22][c:23]([CH2:26][NH:29][CH2:30][C:31]([CH2:32][OH:33])([CH3:34])[CH3:35])[cH:24][cH:25]3)=[O:28])[s:16]2)[o:9]1. Reactants: BrBr (bromine), C1(=CC=CC=C1)P(C1=CC=CC=C1)C1=CC=CC=C1 (triphenylphosphine), C[C@@]1(OC2=C(C(=C(C(=C2CC1)C)O)C)C)CCO ((S)-2,5,7,8-tetramethyl-6-hydroxy-2-(2-hydroxyethyl)-chroman). Solvent: C(Cl)Cl (methylene chloride). Conditions: time 30 minute. The product is C[C@@]1(OC2=C(C(=C(C(=C2CC1)C)O)C)C)CCBr ((S)-2,5,7,8-tetramethyl-6-hydroxy-2-(2-bromoethyl)-chroman). Yield: 84.7%. RXN SMILES: C1(P(C2C=CC=CC=2)C2C=CC=CC=2)C=CC=CC=1.[Br:20]Br.[CH3:22][C@@:23]1([CH2:37][CH2:38]O)[CH2:32][CH2:31][C:30]2[C:25](=[C:26]([CH3:36])[C:27]([CH3:35])=[C:28]([OH:34])[C:29]=2[CH3:33])[O:24]1>C(Cl)Cl>[CH3:22][C@@:23]1([CH2:37][CH2:38][Br:20])[CH2:32][CH2:31][C:30]2[C:25](=[C:26]([CH3:36])[C:27]([CH3:35])=[C:28]([OH:34])[C:29]=2[CH3:33])[O:24]1. Reported procedure: 5.5 g of triphenylphosphine were dissolved in 100 ml of anhydrous methylene chloride, 3.4 g of bromine were added dropwise, the reaction mixture was stirred for 30 minutes at room temperature, 5 g of (S)-2,5,7,8-tetramethyl-6-hydroxy-2-(2-hydroxyethyl)-chroman were added, and the mixture was refluxed for one hour and then poured onto sodium carbonate solution. The aqueous phase was extracted with methylene chloride, the combined organic phases were washed with sodium chloride solution, dried and...